This data is from the Open Reaction Database (ORD), a public repository of structured organic reaction records. The task is: describe an organic reaction: reactants, conditions, products, and yield Starting materials: C([O-])([O-])=O.[K+].[K+] (potassium carbonate), BrCC1CC[Si](CC1)(C1=CC=CC=C1)CCCCC (4-bromomethyl-1-n-pentyl-1-phenyl-1-silacyclohexane), FC(OC1=CC=C(C=C1)O)(F)F (4-trifluoromethoxyphenol). Run in CN(C=O)C (dimethylformamide). Yields the product FC(OC1=CC=C(C=C1)OCC1CC[Si](CC1)(C1=CC=CC=C1)CCCCC)(F)F (4-(4-trifluoromethoxyphenyloxymethyl)-1-n-pentyl-1-phenyl-1-silacyclohexane). The yield is 73.3%. RXN SMILES: C(=O)([O-])[O-].[K+].[K+].Br[CH2:8][CH:9]1[CH2:14][CH2:13][Si:12]([CH2:21][CH2:22][CH2:23][CH2:24][CH3:25])([C:15]2[CH:20]=[CH:19][CH:18]=[CH:17][CH:16]=2)[CH2:11][CH2:10]1.[F:26][C:27]([F:37])([F:36])[O:28][C:29]1[CH:34]=[CH:33][C:32]([OH:35])=[CH:31][CH:30]=1>CN(C)C=O>[F:26][C:27]([F:36])([F:37])[O:28][C:29]1[CH:30]=[CH:31][C:32]([O:35][CH2:8][CH:9]2[CH2:14][CH2:13][Si:12]([CH2:21][CH2:22][CH2:23][CH2:24][CH3:25])([C:15]3[CH:20]=[CH:19][CH:18]=[CH:17][CH:16]=3)[CH2:11][CH2:10]2)=[CH:33][CH:34]=1 |f:0.1.2|. Procedure details: 8.3 g (60 mmols) of potassium carbonate was added to a mixture of 6.8 g (20 mmols) of 4-bromomethyl-1-n-pentyl-1-phenyl-1-silacyclohexane, 3.6 g (20 mmols) of 4-trifluoromethoxyphenol and 50 ml of dimethylformamide (DMF), followed by heating under flux for 10 hours. The reaction mixture was after-treated by a usual manner and purified through chromatography to obtain 6.4 g (yield: 73%) of 4-(4-trifluoromethoxyphenyloxymethyl)-1-n-pentyl-1-phenyl-1-silacyclohexane. The results of IR and NMR analy... The reactants are 269, BrC1=CC=C(C(C)O)C=C1 (p-bromo-α-methylbenzyl alcohol), C1CC=COC1 (2H-3,4-dihydropyran). Reagents/catalysts: Cl (hydrochloric acid). The solvent is CCOCC (ether). Run at temperature 0 celsius. Yields the product BrC1=CC=C(C(OC2OCCCC2)C)C=C1 (2-(p-bromo-α-methylbenzyloxy)tetrahydropyran). RXN SMILES: [Br:1][C:2]1[CH:10]=[CH:9][C:5]([CH:6]([OH:8])[CH3:7])=[CH:4][CH:3]=1.[CH2:11]1[CH2:16][O:15][CH:14]=[CH:13][CH2:12]1>Cl.CCOCC>[Br:1][C:2]1[CH:10]=[CH:9][C:5]([CH:6]([CH3:7])[O:8][CH:14]2[CH2:13][CH2:12][CH2:11][CH2:16][O:15]2)=[CH:4][CH:3]=1. Procedure: A mixture of 269 parts of p-bromo-α-methylbenzyl alcohol and 225 parts of 2H-3,4-dihydropyran is stirred and cooled to 0° C. Then there are added dropwise 10 drops of concentrated hydrochloric acid solution and the whole is stirred in an ice-bath (room temperature is reached). After stirring for 24 hours, the reaction mixture is poured onto 1200 parts of ether. The organic phase is washed twice with a sodium hydrogen carbonate solution and twice with water, dried, filtered and evaporated. The re...